Task: describe an organic reaction: reactants, conditions, products, and yield. Dataset: the Open Reaction Database (ORD), a public repository of structured organic reaction records Starting materials: C (charcoal), CN (methylamine), N1=C(C=CC=C1)C1(SCCCC1)C(=S)SC (methyl 2-(pyrid-2-yl)-tetrahydrothiopyran-2-carbodithioate). Solvent: C(C)O (ethanol), C(C)O (ethanol), C(C)O (ethanol). Run at temperature 20 celsius, time 16 hour. Product: CNC(=S)C1(SCCCC1)C1=NC=CC=C1 (N-Methyl-2-(pyrid-2-yl)-tetrahydrothiopyran-2-carbothioamide). Reaction SMILES: [CH3:1][NH2:2].[N:3]1[CH:8]=[CH:7][CH:6]=[CH:5][C:4]=1[C:9]1([C:15]([S:17]C)=S)[CH2:14][CH2:13][CH2:12][CH2:11][S:10]1.C>C(O)C>[CH3:1][NH:2][C:15]([C:9]1([C:4]2[CH:5]=[CH:6][CH:7]=[CH:8][N:3]=2)[CH2:14][CH2:13][CH2:12][CH2:11][S:10]1)=[S:17]. Procedure details: A 33% (weight/volume) solution of methylamine in ethanol (7.5 cc) is added dropwise and in the course of 15 minutes to a solution of methyl 2-(pyrid-2-yl)-tetrahydrothiopyran-2-carbodithioate (9 g) in ethanol (60 cc), kept at a temperature of about 20° C. The solution is then stirred for 16 hours at a temperature of about 20° C. The resulting crystals are filtered off, washed twice with ethanol (20 cc in total) and dried under reduced pressure (20 mm Hg; 2.7 kPa) at a temperature of about 20° C....